Dataset: the Open Reaction Database (ORD), a public repository of structured organic reaction records. Task: describe an organic reaction: reactants, conditions, products, and yield Reactants: S1C=NC=2C1=CC=CC2C=O (Benzothiazole-4-carbaldehyde), C(C)OC(CN)OCC (aminoacetaldehyde diethyl acetal), C(C)(=O)O (acetic acid), C(#N)[BH3-].[Na+] (sodium cyanoborohydride). Run in CO (MeOH). Reaction conditions: time 1 hour. Product: S1C=NC2=C1C=CC=C2CNCC(OCC)OCC (Benzothiazol-4-ylmethyl-(2,2-diethoxy-ethyl)-amine). Reaction SMILES: [S:1]1[C:5]2=[CH:6][CH:7]=[CH:8][C:9]([CH:10]=O)=[C:4]2[N:3]=[CH:2]1.[CH2:12]([O:14][CH:15]([O:18][CH2:19][CH3:20])[CH2:16][NH2:17])[CH3:13].C(O)(=O)C.C([BH3-])#N.[Na+]>CO>[S:1]1[C:5]2[CH:6]=[CH:7][CH:8]=[C:9]([CH2:10][NH:17][CH2:16][CH:15]([O:18][CH2:19][CH3:20])[O:14][CH2:12][CH3:13])[C:4]=2[N:3]=[CH:2]1 |f:3.4|. Procedure: To a solution of Benzothiazole-4-carbaldehyde (1.96 g, 12 mmol) in MeOH (50 mL) was added aminoacetaldehyde diethyl acetal (1.74 mL, 12 mmol) and acetic acid (1.03 mL, 18 mmol). The reaction mixture was stirred at room temperature for 1 h. The reaction mixture was added to a stirred solution of sodium cyanoborohydride (16 mg, 13 mmol). The reaction mixture was stirred at room temperature for 12 h. The reaction mixture was concentrated under reduced pressure. Then H2O and ethyl acetate were added... The reactants are CCO, O=C[O-], CCC1OC(=C2C(=O)Nc3ccc(F)cc32)c2cnc(Cl)cc21, [NH4+]. Product: CCC1OC(=C2C(=O)Nc3ccc(F)cc32)c2cnccc21. As a reaction SMILES: [CH3:28][CH2:29][OH:30].[CH:24]([O-:25])=[O:26].[Cl:1][c:2]1[cH:3][c:4]2[c:5]([cH:6][n:7]1)[C:8](=[C:13]1[C:14](=[O:23])[NH:15][c:16]3[cH:17][cH:18][c:19]([F:22])[cH:20][c:21]31)[O:9][CH:10]2[CH2:11][CH3:12].[NH4+:27]>>[cH:2]1[cH:3][c:4]2[c:5]([cH:6][n:7]1)[C:8](=[C:13]1[C:14](=[O:23])[NH:15][c:16]3[cH:17][cH:18][c:19]([F:22])[cH:20][c:21]31)[O:9][CH:10]2[CH2:11][CH3:12]. The reactants are [BH4-].[Na+] (sodium borohydride), CS(=O)(=O)C1=CC=C(C=C1)NC1=NC=NC(=C1[N+](=O)[O-])OC1CCNCC1 ((4-Methanesulfonyl-phenyl)-[5-nitro-6-(piperidin-4-yloxy)-pyrimidin-4-yl]-amine), CC(CC=O)C (3-methyl-butyraldehyde), [BH4-].[Na+] (sodium borohydride). Run in CO (methanol). Reaction conditions: time 5 minute. The product is CS(=O)(=O)C1=CC=C(C=C1)NC1=NC=NC(=C1[N+](=O)[O-])OC1CCN(CC1)CCC(C)C ((4-Methanesulfonyl-phenyl)-{6-[1-(3-methyl-butyl)-piperidin-4-yloxy]-5-nitro-pyrimidin-4-yl}-amine). Yield: 36.0%. Reaction SMILES: [CH3:1][S:2]([C:5]1[CH:10]=[CH:9][C:8]([NH:11][C:12]2[C:17]([N+:18]([O-:20])=[O:19])=[C:16]([O:21][CH:22]3[CH2:27][CH2:26][NH:25][CH2:24][CH2:23]3)[N:15]=[CH:14][N:13]=2)=[CH:7][CH:6]=1)(=[O:4])=[O:3].[CH3:28][CH:29]([CH3:33])[CH2:30][CH:31]=O.[BH4-].[Na+]>CO>[CH3:1][S:2]([C:5]1[CH:10]=[CH:9][C:8]([NH:11][C:12]2[C:17]([N+:18]([O-:20])=[O:19])=[C:16]([O:21][CH:22]3[CH2:27][CH2:26][N:25]([CH2:31][CH2:30][CH:29]([CH3:33])[CH3:28])[CH2:24][CH2:23]3)[N:15]=[CH:14][N:13]=2)=[CH:7][CH:6]=1)(=[O:4])=[O:3] |f:2.3|. Procedure: Compound A2 (0.15 mmol, 60 mg), and 3-methyl-butyraldehyde (0.15 mmol, 13 mg) were dissolved in methanol (2 mL) and stirred for 5 minutes at room temperature. Then, sodium borohydride (0.18 mmol, 6.3 mg) was added at 0° C. The reaction was complete immediately upon addition of sodium borohydride. The mixture was quenched with saturated ammonium chloride solution (1 mL) followed by an extraction with dichloromethane. Removal of organic solvent in vacuo and purification by HPLC provided Compound A... The reactants are C[N+]1(CCOCC1)[O-] (N-methylmorpholine-N-oxide), O[C@H]([C@H](C[C@@H](C(C)C)CC1=CC=C2C=NN(C2=C1)CCCOC)NC(OC(C)(C)C)=O)C[C@@H](C(C)C)CO (tert-butyl (3S,5S,6S,8S)-6-hydroxy-8-(hydroxymethyl)-3-((1-(3-methoxypropyl)-1H-indazol-6-yl)methyl)-2,9-dimethyldecan-5-ylcarbamate). The reagents and catalysts are [Ru](=O)(=O)(=O)[O-].C(CC)[N+](CCC)(CCC)CCC (tetrapropylammonium perruthenate). The solvent is C(Cl)Cl (CH2Cl2), C(Cl)Cl (CH2Cl2). Run at time 2 hour. Product: C(C)(C)[C@@H]1C[C@H](OC1=O)[C@H](C[C@@H](C(C)C)CC1=CC=C2C=NN(C2=C1)CCCOC)NC(OC(C)(C)C)=O (tert-butyl (1S,3S)-1-((2S,4S)-4-isopropyl-5-oxotetrahydrofuran-2-yl)-3-((1-(3-methoxypropyl)-1H-indazol-6-yl)methyl)-4-methylpentylcarbamate). Yield: 36.5%. RXN SMILES: C[N+]1([O-])CCOCC1.[OH:9][C@@H:10]([CH2:40][C@H:41]([CH2:45][OH:46])[CH:42]([CH3:44])[CH3:43])[C@@H:11]([NH:32][C:33](=[O:39])[O:34][C:35]([CH3:38])([CH3:37])[CH3:36])[CH2:12][C@H:13]([CH2:17][C:18]1[CH:26]=[C:25]2[C:21]([CH:22]=[N:23][N:24]2[CH2:27][CH2:28][CH2:29][O:30][CH3:31])=[CH:20][CH:19]=1)[CH:14]([CH3:16])[CH3:15]>C(Cl)Cl.[Ru]([O-])(=O)(=O)=O.C([N+](CCC)(CCC)CCC)CC>[CH:42]([C@H:41]1[C:45](=[O:46])[O:9][C@H:10]([C@@H:11]([NH:32][C:33](=[O:39])[O:34][C:35]([CH3:36])([CH3:37])[CH3:38])[CH2:12][C@H:13]([CH2:17][C:18]2[CH:26]=[C:25]3[C:21]([CH:22]=[N:23][N:24]3[CH2:27][CH2:28][CH2:29][O:30][CH3:31])=[CH:20][CH:19]=2)[CH:14]([CH3:15])[CH3:16])[CH2:40]1)([CH3:44])[CH3:43] |f:3.4|. Procedure: To a stirred solution of N-methylmorpholine-N-oxide (270 mg, 2 mmol) in dry CH2Cl2 (10 mL) was added activated 4 Å molecular sieves (500 mg) at rt under N2. After stirring for 2 h this mixture was added to a mixture of tetrapropylammonium perruthenate (22 mg, 0.062 mmol) and tert-butyl (3S,5S,6S,8S)-6-hydroxy-8-(hydroxymethyl)-3-((1-(3-methoxypropyl)-1H-indazol-6-yl)methyl)-2,9-dimethyldecan-5-ylcarbamate (0.33 g, 0.62 mmol) in dry CH2Cl2 (20 mL). The mixture was stirred overnight and filtered t... The reactants are CCC(CC)C(=O)N1CCC2(CC1)NC(=O)C(Cc1ccccc1)N2, C1CCOC1, ClCc1ccccc1, Cl, [H-], [Na+]. Product: CCC(CC)C(=O)N1CCC2(CC1)NC(Cc1ccccc1)C(=O)N2Cc1ccccc1. RXN SMILES: [CH2:1]([c:2]1[cH:3][cH:4][cH:5][cH:6][cH:7]1)[CH:8]1[C:9](=[O:25])[NH:10][C:11]2([NH:12]1)[CH2:13][CH2:14][N:15]([C:18]([CH:19]([CH2:20][CH3:21])[CH2:22][CH3:23])=[O:24])[CH2:16][CH2:17]2.[CH2:37]1[O:38][CH2:39][CH2:40][CH2:41]1.[Cl:28][CH2:29][c:30]1[cH:31][cH:32][cH:33][cH:34][cH:35]1.[ClH:36].[H-:26].[Na+:27]>>[CH2:1]([c:2]1[cH:3][cH:4][cH:5][cH:6][cH:7]1)[CH:8]1[C:9](=[O:25])[N:10]([CH2:29][c:30]2[cH:31][cH:32][cH:33][cH:34][cH:35]2)[C:11]2([NH:12]1)[CH2:13][CH2:14][N:15]([C:18]([CH:19]([CH2:20][CH3:21])[CH2:22][CH3:23])=[O:24])[CH2:16][CH2:17]2.